From a dataset of the Open Reaction Database (ORD), a public repository of structured organic reaction records. describe an organic reaction: reactants, conditions, products, and yield Reactants: O (water), C(C)(=O)O (acetic acid), ClC1=C(C(=NC=N1)NCCC#N)[N+](=O)[O-] (2-[(6-Chloro-5-nitro-4-pyrimidinyl)amino]ethyl cyanide). The reagents and catalysts are [Zn] (zinc). Solvent: C(C)O (ethanol). Conditions: time 30 minute. The product is NC=1C(=NC=NC1Cl)NCCC#N (2-[(5-Amino-6-Chloro-4-pyrimidinyl)amino]ethyl cyanide). RXN SMILES: [Cl:1][C:2]1[N:7]=[CH:6][N:5]=[C:4]([NH:8][CH2:9][CH2:10][C:11]#[N:12])[C:3]=1[N+:13]([O-])=O.O.C(O)(=O)C>C(O)C.[Zn]>[NH2:13][C:3]1[C:4]([NH:8][CH2:9][CH2:10][C:11]#[N:12])=[N:5][CH:6]=[N:7][C:2]=1[Cl:1]. Procedure details: 2-[(6-Chloro-5-nitro-4-pyrimidinyl)amino]ethyl cyanide (18.7 g, 82.2 mmol) was dissolved in 180 ml ethanol, 180 ml water and 18 ml acetic acid, and zinc powder was added slowly thereto at 0° C. The reaction solution was returned to room temperature and stirred for 30 minutes. Then, the insoluble matters were filtered off, and the filtrate was evaporated. The residue was diluted with ethyl acetate and washed with water and brine, and the organic layer was dried over anhydrous magnesium sulfate an... Reactants: ClC1=NC=CN=C1 (chloropyrazine), C(CC)(=O)OC(C)(C)C (t-butyl propionate), C[Si](C)(C)[N-][Si](C)(C)C.[Na+] (NaHMDS). The solvent is C1(=CC=CC=C1)C (toluene). Run at temperature 0 celsius, time 2 hour. Yields the product N1=C(C=NC=C1)C(C(=O)OC(C)(C)C)C (tert-butyl 2-(pyrazin-2-yl)propanoate). As a reaction SMILES: C[Si]([N-][Si](C)(C)C)(C)C.[Na+].Cl[C:12]1[CH:17]=[N:16][CH:15]=[CH:14][N:13]=1.[C:18]([O:22][C:23]([CH3:26])([CH3:25])[CH3:24])(=[O:21])[CH2:19][CH3:20]>C1(C)C=CC=CC=1>[N:13]1[CH:14]=[CH:15][N:16]=[CH:17][C:12]=1[CH:19]([CH3:20])[C:18]([O:22][C:23]([CH3:26])([CH3:25])[CH3:24])=[O:21] |f:0.1|. Procedure: A solution of NaHMDS (1M in toluene, 349 mL, 349 mmol) was added over 5 minutes to a toluene (200 mL) solution containing chloropyrazine (20 g, 175 mmol) and t-butyl propionate (22.73 g, 175 mmol) cooled to 0° C. The solution was stirred at 0° C. for 2 hours and then at room temperature for 4 hours. The reaction was then quenched with saturated aqueous NH4Cl. The mixture was extracted with ethyl acetate and the organic layer concentrated. The residue was purified by silica gel chromatography usi...